From a dataset of the Open Reaction Database (ORD), a public repository of structured organic reaction records. describe an organic reaction: reactants, conditions, products, and yield Reactants: NC(=N)N (guanidine), BrCCCCCC=C(C(=O)O)NC(=O)C1C(C1)(C)C (8-bromo-2-(2,2-dimethylcyclopropanecarboxamido)octenoic acid). The solvent is O (water). Reaction conditions: temperature 70 celsius. Yields the product CC1(C(C1)C(=O)N\C(\C(=O)O)=C/CCCCCNC(=N)N)C (Z-2-(2,2-dimethylcyclopropanecarboxamido)-8-guanidino-2-octenoic acid). Isolated yield 34.5%. Reaction SMILES: [NH2:1][C:2]([NH2:4])=[NH:3].Br[CH2:6][CH2:7][CH2:8][CH2:9][CH2:10][CH:11]=[C:12]([NH:16][C:17]([CH:19]1[CH2:21][C:20]1([CH3:23])[CH3:22])=[O:18])[C:13]([OH:15])=[O:14]>O>[CH3:22][C:20]1([CH3:23])[CH2:21][CH:19]1[C:17]([NH:16]/[C:12](=[CH:11]\[CH2:10][CH2:9][CH2:8][CH2:7][CH2:6][NH:3][C:2]([NH2:4])=[NH:1])/[C:13]([OH:15])=[O:14])=[O:18]. Procedure details: To a solution of 2 mmoles of guanidine (prepared from 432 mg of guanidine sulfate and 630 mg of barium hydroxide octahydrate) in 7 ml of water was added 332 mg (1 mmole) of 8-bromo-2-(2,2-dimethylcyclopropanecarboxamido)octenoic acid, and the solution was heated at 70° C. in a nitrogen atmosphere for 1 hr. The reaction mixture was applied to a 2×25 cm column of Dowex 50W-X8 (H +, 100-200 mesh). After elution with water the fractions containing the product were pooled and evaporated under reduced... The reactants are CSCOCSC (bis(methylthiomethyl)ether), P(=O)(OCC1=CC=CC=C1)(OCC1=CC=CC=C1)[O-] (dibenzyl phosphate), IN1C(CCC1=O)=O (N-iodosuccinimide). The solvent is C(C)(=O)OCC (ethyl acetate), C1CCOC1 (THF). Conditions: time 4 hour. The product is P(=O)(OCC1=CC=CC=C1)(OCC1=CC=CC=C1)OCSC (Dibenzyl Methylthiomethyl Phosphate). Yield: 75.8%. RXN SMILES: [CH3:1][S:2][CH2:3][O:4]CSC.[P:8]([O-])([O:18][CH2:19][C:20]1[CH:25]=[CH:24][CH:23]=[CH:22][CH:21]=1)([O:10][CH2:11][C:12]1[CH:17]=[CH:16][CH:15]=[CH:14][CH:13]=1)=[O:9].IN1C(=O)CCC1=O>C1COCC1.C(OCC)(=O)C>[P:8]([O:4][CH2:3][S:2][CH3:1])([O:10][CH2:11][C:12]1[CH:17]=[CH:16][CH:15]=[CH:14][CH:13]=1)([O:18][CH2:19][C:20]1[CH:25]=[CH:24][CH:23]=[CH:22][CH:21]=1)=[O:9]. Procedure: To a solution of bis(methylthiomethyl)ether (30 mg, 2.34 mmol) and molecular sieves (300 mg) in THF (100 ml) at room temperature was added dibenzyl phosphate (2.74 g, 9.85 mmol) followed by N-iodosuccinimide (608 mg, 2.71 mmol) and the solution was stirred for 4 h. The reaction mixture was then diluted with ethyl acetate and filtered through a pad of celite. The filtrate was treated with a 1:1 (v:v) solution of saturated aqueous sodium bicarbonate and 5% aqueous sodium thiosulfate. The colorless... The product is COC1=NC(=NC=C1C1=NC(=C(C=C1)OC1=CC(=NC=C1)C=1C=NN(C1)C)C)SC (4-methoxy-5-(6-methyl-5-((2-(1-methyl-1H-pyrazol-4-yl)pyridin-4-yl)oxy)pyridin-2-yl)-2-(methylthio)pyrimidine). The yield is 98.0%. Reagents/catalysts: C=1C=CC(=CC1)[P](C=2C=CC=CC2)(C=3C=CC=CC3)[Pd]([P](C=4C=CC=CC4)(C=5C=CC=CC5)C=6C=CC=CC6)([P](C=7C=CC=CC7)(C=8C=CC=CC8)C=9C=CC=CC9)[P](C=1C=CC=CC1)(C=1C=CC=CC1)C=1C=CC=CC1 (Pd(PPh3)4). Reaction SMILES: [CH3:1][N:2]1[CH:6]=[C:5](B2OC(C)(C)C(C)(C)O2)[CH:4]=[N:3]1.Cl[C:17]1[CH:22]=[C:21]([O:23][C:24]2[CH:25]=[CH:26][C:27]([C:31]3[C:32]([O:39][CH3:40])=[N:33][C:34]([S:37][CH3:38])=[N:35][CH:36]=3)=[N:28][C:29]=2[CH3:30])[CH:20]=[CH:19][N:18]=1.C([O-])([O-])=O.[K+].[K+]>C1C=CC([P]([Pd]([P](C2C=CC=CC=2)(C2C=CC=CC=2)C2C=CC=CC=2)([P](C2C=CC=CC=2)(C2C=CC=CC=2)C2C=CC=CC=2)[P](C2C=CC=CC=2)(C2C=CC=CC=2)C2C=CC=CC=2)(C2C=CC=CC=2)C2C=CC=CC=2)=CC=1.O1CCOCC1.O>[CH3:40][O:39][C:32]1[C:31]([C:27]2[CH:26]=[CH:25][C:24]([O:23][C:21]3[CH:22]=[CH:17][N:18]=[C:19]([C:5]4[CH:4]=[N:3][N:2]([CH3:1])[CH:6]=4)[CH:20]=3)=[C:29]([CH3:30])[N:28]=2)=[CH:36][N:35]=[C:34]([S:37][CH3:38])[N:33]=1 |f:2.3.4,6.7,^1:50,52,71,90|. Procedure details: A mixture of 1-methyl-4-(4,4,5,5-tetramethyl-1,3,2-dioxaborolan-2-yl)-1H-pyrazole (0.30 g, 1.44 mmol), 5-(5-((2-chloropyridin-4-yl)oxy)-6-methylpyridin-2-yl)-4-methoxy-2-(methylthio)pyrimidine (0.49 g, 1.31 mmol), and K2CO3 (0.54 g, 3.92 mmol) in 5:1 dioxane/water (18 mL) was sparged with Ar, treated with Pd(PPh3)4 (0.15 g, 0.13 mmol), sparged again with Ar and heated at 90° C. for 4 h. The mixture was cooled to RT, treated with satd. NaHCO3, extracted with EtOAc (3×) and the combined organics w... Reactants: CN1N=CC(=C1)B1OC(C(O1)(C)C)(C)C (1-methyl-4-(4,4,5,5-tetramethyl-1,3,2-dioxaborolan-2-yl)-1H-pyrazole), ClC1=NC=CC(=C1)OC=1C=CC(=NC1C)C=1C(=NC(=NC1)SC)OC (5-(5-((2-chloropyridin-4-yl)oxy)-6-methylpyridin-2-yl)-4-methoxy-2-(methylthio)pyrimidine), C(=O)([O-])[O-].[K+].[K+] (K2CO3). Conditions: temperature 90 celsius. The solvent is O1CCOCC1.O (dioxane water). Starting materials: C(C1=CC=CC=C1)(C1=CC=CC=C1)(C1=CC=CC=C1)N1C=NC(=C1)C1=C(OCCC2=CC=C(N)C=C2)C=CC=C1 (4-(2-(2-(1-trityl-1H-imidazol-4-yl)phenoxy)ethyl)aniline), N1=CC=CC=C1 (pyridine), C(C1=CC=CC=C1)S(=O)(=O)Cl (benzylsulfonyl chloride). Run in ClCCl (dichloromethane). Reaction conditions: time 16 hour. The product is N1C=NC(=C1)C1=C(OCCC2=CC=C(C=C2)NS(=O)(=O)CC2=CC=CC=C2)C=CC=C1 (N-(4-(2-(2-(1H-Imidazol-4-yl)phenoxy)ethyl)phenyl)-1-phenylmethanesulfonamide). Isolated yield 78.4%. RXN SMILES: C([N:20]1[CH:24]=[C:23]([C:25]2[CH:40]=[CH:39][CH:38]=[CH:37][C:26]=2[O:27][CH2:28][CH2:29][C:30]2[CH:36]=[CH:35][C:33]([NH2:34])=[CH:32][CH:31]=2)[N:22]=[CH:21]1)(C1C=CC=CC=1)(C1C=CC=CC=1)C1C=CC=CC=1.N1C=CC=CC=1.[CH2:47]([S:54](Cl)(=[O:56])=[O:55])[C:48]1[CH:53]=[CH:52][CH:51]=[CH:50][CH:49]=1>ClCCl>[NH:20]1[CH:24]=[C:23]([C:25]2[CH:40]=[CH:39][CH:38]=[CH:37][C:26]=2[O:27][CH2:28][CH2:29][C:30]2[CH:31]=[CH:32][C:33]([NH:34][S:54]([CH2:47][C:48]3[CH:53]=[CH:52][CH:51]=[CH:50][CH:49]=3)(=[O:56])=[O:55])=[CH:35][CH:36]=2)[N:22]=[CH:21]1. Procedure: To a solution of 4-(2-(2-(1-trityl-1H-imidazol-4-yl)phenoxy)ethyl)aniline (80 mg, 0.153 mmol) in dichloromethane (4 mL) was added pyridine (24 μL, 0.307 mmol) followed by benzylsulfonyl chloride (32 mg, 0.169 mmol). The mixture was stirred at room temperature for 16 h and concentrated. The solvent was removed under reduced pressure and the crude was dissolved in methanol (4 mL) and acetic acid (1 mL). The reaction mixture was heated at 80° C. for 2 h. The reaction mixture was basified with aqueo... The reactants are C(#N)C=1C=C(C=O)C=CC1 (3-cyanobenzaldehyde), C(C)OC(CC(=O)COCC)=O (γ-ethoxyacetoacetic acid ethyl ester), C(C)OC(C=C(CC)N)=O (β-amino-β-ethylacrylic acid ethyl ester). Run in C(C)O (ethanol). Yields the product C(C)OC(=O)C1=C(NC(=C(C1C1=CC(=CC=C1)C#N)C(=O)OCC)CC)COCC (2-ethoxymethyl-6-ethyl-4-(3'-cyanophenyl)-1,4-dihydropyridine-3,5-dicarboxylic acid diethyl ester). The yield is 42.0%. RXN SMILES: [C:1]([C:3]1[CH:4]=[C:5]([CH:8]=[CH:9][CH:10]=1)[CH:6]=O)#[N:2].[CH2:11]([O:13][C:14](=[O:22])[CH2:15][C:16]([CH2:18][O:19][CH2:20][CH3:21])=O)[CH3:12].[CH2:23]([O:25][C:26](=[O:32])[CH:27]=[C:28]([NH2:31])[CH2:29][CH3:30])[CH3:24]>C(O)C>[CH2:11]([O:13][C:14]([C:15]1[CH:6]([C:5]2[CH:8]=[CH:9][CH:10]=[C:3]([C:1]#[N:2])[CH:4]=2)[C:27]([C:26]([O:25][CH2:23][CH3:24])=[O:32])=[C:28]([CH2:29][CH3:30])[NH:31][C:16]=1[CH2:18][O:19][CH2:20][CH3:21])=[O:22])[CH3:12]. Procedure: 6.5 g of 3-cyanobenzaldehyde, 8.7 g of γ-ethoxyacetoacetic acid ethyl ester and 7.2 g of β-amino-β-ethylacrylic acid ethyl ester in 80 ml of ethanol are heated overnight under reflux, the mixture is cooled, and after filtration, and washing with cold ethanol, 2-ethoxymethyl-6-ethyl-4-(3'-cyanophenyl)-1,4-dihydropyridine-3,5-dicarboxylic acid diethyl ester is obtained in the form of light yellow crystals of melting point 125° C, in a yield of 42% of theory. As a reaction SMILES: [Cl:24][c:25]1[cH:26][c:27]([N:31]=[C:32]=[O:33])[cH:28][cH:29][cH:30]1.[ClH:1].[ClH:2].[OH:3][CH:4]1[C:5]2([CH2:6][CH2:7]2)[CH2:8][CH2:9][N:10]([CH2:12][CH2:13][CH2:14][N:15]2[CH2:16][CH:17]([CH3:23])[NH:18][CH2:19][CH2:20][C:21]2=[O:22])[CH2:11]1>>[OH:3][CH:4]1[C:5]2([CH2:6][CH2:7]2)[CH2:8][CH2:9][N:10]([CH2:12][CH2:13][CH2:14][N:15]2[CH2:16][CH:17]([CH3:23])[N:18]([C:32]([NH:31][c:27]3[cH:26][c:25]([Cl:24])[cH:30][cH:29][cH:28]3)=[O:33])[CH2:19][CH2:20][C:21]2=[O:22])[CH2:11]1. Product: CC1CN(CCCN2CCC3(CC3)C(O)C2)C(=O)CCN1C(=O)Nc1cccc(Cl)c1. Reactants: O=C=Nc1cccc(Cl)c1, Cl, Cl, CC1CN(CCCN2CCC3(CC3)C(O)C2)C(=O)CCN1. Reactants: ClC1=CC(=C(C=C1)C1(C(N(C2=CC=CC=C12)CC(=O)OC)=O)CO)O (methyl [3-(4-chloro-2-hydroxyphenyl)-3-(hydroxymethyl)-2-oxo-2,3-dihydro-1H-indol-1-yl]acetate), ClC1=C2C(C(N(C2=C(C=C1)Cl)CCCCC)=O)(CO)C1=CC2=C(OCO2)C=C1O (4,7-dichloro-3-(6-hydroxy-1,3-benzodioxol-5-yl)-3-(hydroxymethyl)-1-pentyl-1,3-dihydro-2H-indol-2-one). The product is ClC1=CC2=C(C=C1)C1(C(N(C3=CC=CC=C13)CC(=O)OC)=O)CO2 (methyl (6-chloro-2′-oxospiro[1-benzofuran-3,3′-indol]-1′(2′H)-yl)acetate). Yield: 74.0%. As a reaction SMILES: [Cl:1][C:2]1[CH:7]=[CH:6][C:5]([C:8]2([CH2:23][OH:24])[C:16]3[C:11](=[CH:12][CH:13]=[CH:14][CH:15]=3)[N:10]([CH2:17][C:18]([O:20][CH3:21])=[O:19])[C:9]2=[O:22])=[C:4](O)[CH:3]=1.ClC1C=CC(Cl)=C2C=1C(C1C(O)=CC3OCOC=3C=1)(CO)C(=O)N2CCCCC>>[Cl:1][C:2]1[CH:7]=[CH:6][C:5]2[C:8]3([CH2:23][O:24][C:4]=2[CH:3]=1)[C:16]1[C:11](=[CH:12][CH:13]=[CH:14][CH:15]=1)[N:10]([CH2:17][C:18]([O:20][CH3:21])=[O:19])[C:9]3=[O:22]. Procedure: Following the procedure as described in EXAMPLE 1.22, and making non-critical variations using methyl [3-(4-chloro-2-hydroxyphenyl)-3-(hydroxymethyl)-2-oxo-2,3-dihydro-1H-indol-1-yl]acetate to replace 4,7-dichloro-3-(6-hydroxy-1,3-benzodioxol-5-yl)-3-(hydroxymethyl)-1-pentyl-1,3-dihydro-2H-indol-2-one, the title compound was obtained in 74% yield as a colorless solid: 1H NMR (300 MHz, CDCl3) δ 7.29 (dt, 1H), 7.14 (dd, 1H), 7.06 (t, 1H), 6.95 (d, 1H), 6.81-6.74 (m, 3H), 5.03 (d, 1H), 4.74 (d, 1H)...